Task: describe an organic reaction: reactants, conditions, products, and yield. Dataset: the Open Reaction Database (ORD), a public repository of structured organic reaction records Reactants: Cl.CC1=CC=C(CC2CCNCC2)C=C1 (4-(4-methylbenzyl)piperidine hydrochloride), C(C1=CC=CC=C1)OC1=C(C=C(OCCBr)C=C1)C (2-(4-benzoxy-3-methylphenoxy)ethyl bromide), C([O-])([O-])=O.[K+].[K+] (potassium carbonate), solid. Yields the product Cl.OC1=C(C=C(OCCN2CCC(CC2)CC2=CC=C(C=C2)C)C=C1)C (1-[2-(4-Hydroxy-3-methylphenoxy)ethyl]-4-(4-methylbenzyl)piperidine hydrochloride). Reaction SMILES: [ClH:1].[CH3:2][C:3]1[CH:15]=[CH:14][C:6]([CH2:7][CH:8]2[CH2:13][CH2:12][NH:11][CH2:10][CH2:9]2)=[CH:5][CH:4]=1.C([O:23][C:24]1[CH:33]=[CH:32][C:27]([O:28][CH2:29][CH2:30]Br)=[CH:26][C:25]=1[CH3:34])C1C=CC=CC=1.C(=O)([O-])[O-].[K+].[K+]>>[ClH:1].[OH:23][C:24]1[CH:33]=[CH:32][C:27]([O:28][CH2:29][CH2:30][N:11]2[CH2:12][CH2:13][CH:8]([CH2:7][C:6]3[CH:5]=[CH:4][C:3]([CH3:2])=[CH:15][CH:14]=3)[CH2:9][CH2:10]2)=[CH:26][C:25]=1[CH3:34] |f:0.1,3.4.5,6.7|. Reported procedure: The title compound was prepared from 4-(4-methylbenzyl)piperidine hydrochloride (339 mg, 1.5 mmol), 2-(4-benzoxy-3-methylphenoxy)ethyl bromide (482 mg, 1.5 mmol) and potassium carbonate (518 mg, 3.8 mmol) in two steps as white-off solid (250 mg): mp 161-163° C. 1H NMR (CD3OD) 1.328 (m, 2 H), 1.697 (m, 3 H), 1.964 (s, 3 H), 2.092 (s, 3 H), 2.384 (m, 2 H), 2.826 (m, 2 H), 3.279 (m, 2 H), 3.427 (m, 2 H), 4.037 (d, J=4.5 Hz, 2 H), 6.469 (m, 2 H), 6.563 (m, 1 H), 6.877 (m, 4 H). Anal. Calcd for C22H3... Starting materials: CC1=C(C=CC(=C1)N1CC(CC1)N1C(CCC1)C)N (2-methyl-4-(2-methyl-[1,3′]bipyrrolidinyl-1′-yl)-phenylamine), FC1=CC=C(C(=O)Cl)C=C1 (4-fluorobenzoyl chloride). Yields the product FC1=CC=C(C(=O)NC2=C(C=C(C=C2)N2CC(CC2)N2C(CCC2)C)C)C=C1 (4-Fluoro-N-[2-methyl-4-(2-methyl-[1,3′]bipyrrolidinyl-1′-yl)-phenyl]-benzamide). RXN SMILES: [CH3:1][C:2]1[CH:7]=[C:6]([N:8]2[CH2:12][CH2:11][CH:10]([N:13]3[CH2:17][CH2:16][CH2:15][CH:14]3[CH3:18])[CH2:9]2)[CH:5]=[CH:4][C:3]=1[NH2:19].[F:20][C:21]1[CH:29]=[CH:28][C:24]([C:25](Cl)=[O:26])=[CH:23][CH:22]=1>>[F:20][C:21]1[CH:29]=[CH:28][C:24]([C:25]([NH:19][C:3]2[CH:4]=[CH:5][C:6]([N:8]3[CH2:12][CH2:11][CH:10]([N:13]4[CH2:17][CH2:16][CH2:15][CH:14]4[CH3:18])[CH2:9]3)=[CH:7][C:2]=2[CH3:1])=[O:26])=[CH:23][CH:22]=1. Reported procedure: The title compound was prepared in a manner substantially the same as Example 1 by coupling 2-methyl-4-(2-methyl-[1,3′]bipyrrolidinyl-1′-yl)-phenylamine with 4-fluorobenzoyl chloride. LCMS: RT=1.54 minutes, MS: 382 (M+H). Starting materials: FC1=CC2=C(C(=NO2)C2CCNCC2)C=C1 (6-fluoro-3-(4-piperidinyl)-1,2-benzisoxazole), C(=O)(O)[O-].[Na+] (NaHCO3), ClCCCOC1=C(C=C(C=C1)C(C)=O)O (1-[4-(3-chloropropoxy)-3-hydroxyphenyl]ethanone), C(C)#N (acetonitrile). Solvent: O (water). Yields the product FC1=CC2=C(C(=NO2)C2CCN(CC2)CCCOC2=C(C=C(C=C2)C(C)=O)O)C=C1 (1-[4-[3-[4-(6-Fluoro-1,2-benzisoxazol-3-yl)-1-piperidinyl]propoxy]-3-hydroxyphenyl]ethanone). As a reaction SMILES: [F:1][C:2]1[CH:16]=[CH:15][C:5]2[C:6]([CH:9]3[CH2:14][CH2:13][NH:12][CH2:11][CH2:10]3)=[N:7][O:8][C:4]=2[CH:3]=1.C([O-])(O)=O.[Na+].Cl[CH2:23][CH2:24][CH2:25][O:26][C:27]1[CH:32]=[CH:31][C:30]([C:33](=[O:35])[CH3:34])=[CH:29][C:28]=1[OH:36].C(#N)C>O>[F:1][C:2]1[CH:16]=[CH:15][C:5]2[C:6]([CH:9]3[CH2:10][CH2:11][N:12]([CH2:23][CH2:24][CH2:25][O:26][C:27]4[CH:32]=[CH:31][C:30]([C:33](=[O:35])[CH3:34])=[CH:29][C:28]=4[OH:36])[CH2:13][CH2:14]3)=[N:7][O:8][C:4]=2[CH:3]=1 |f:1.2|. Reported procedure: A stirred mixture of 6-fluoro-3-(4-piperidinyl)-1,2-benzisoxazole (2.8 g, 13 mmol ), NaHCO3 (1.1 g), several crystals of KI, 1-[4-(3-chloropropoxy)-3-hydroxyphenyl]ethanone, and acetonitrile (100 ml) was refluxed for 16 hours. The reaction was poured into water, and the aqueous mixture was extracted with ethyl acetate. The organic extract was washed (water), dried (MgSO4), and the solvent was concentrated to afford 5.7 g of a thick yellow oil. The oil was chromatographed on a Waters Prep 500 LC ... Starting materials: FC1=C(C(=CC=C1)F)N1C(C=CC2=C1N=C(N=C2C2=C(C=C(C=C2)F)C)NCCN)=O (8-(2,6-Difluorophenyl)-4-(4-fluoro-2-methylphenyl)-2-[(2-aminoethyl)amino]-8H-pyrido[2,3-d]pyrimidin-7-one), C1(=CC=CC=C1)N=C=O (phenylisocyanate). Product: FC1=C(C(=CC=C1)F)N1C(C=CC2=C1N=C(N=C2C2=C(C=C(C=C2)F)C)NCCNC(=O)NC2=CC=CC=C2)=O (1-[2-[8-(2,6-Difluorophenyl)-4-(4-fluoro-2-methylphenyl)-7-oxo-7,8-dihydro-pyrido[2,3-d]pyrimidin-2-ylamino]ethyl]-3-phenylurea). Isolated yield 79.0%. Reaction SMILES: [F:1][C:2]1[CH:7]=[CH:6][CH:5]=[C:4]([F:8])[C:3]=1[N:9]1[C:14]2[N:15]=[C:16]([NH:27][CH2:28][CH2:29][NH2:30])[N:17]=[C:18]([C:19]3[CH:24]=[CH:23][C:22]([F:25])=[CH:21][C:20]=3[CH3:26])[C:13]=2[CH:12]=[CH:11][C:10]1=[O:31].[C:32]1([N:38]=[C:39]=[O:40])[CH:37]=[CH:36][CH:35]=[CH:34][CH:33]=1>>[F:1][C:2]1[CH:7]=[CH:6][CH:5]=[C:4]([F:8])[C:3]=1[N:9]1[C:14]2[N:15]=[C:16]([NH:27][CH2:28][CH2:29][NH:30][C:39]([NH:38][C:32]3[CH:37]=[CH:36][CH:35]=[CH:34][CH:33]=3)=[O:40])[N:17]=[C:18]([C:19]3[CH:24]=[CH:23][C:22]([F:25])=[CH:21][C:20]=3[CH3:26])[C:13]=2[CH:12]=[CH:11][C:10]1=[O:31]. Procedure: The title compound from Example 157 (42.3 mg, 0.0001 mol) was treated with phenylisocyanate (11.9 mg, 0.00011 mol) in the same manner as described in Example 158. Purification afforded 43 mg (79%) of the title compound as a red solid (m.p. 142°-148°) LC MS (m/e)=545 (MH+). Rt=2.34 min.